Dataset: the Open Reaction Database (ORD), a public repository of structured organic reaction records. Task: describe an organic reaction: reactants, conditions, products, and yield Starting materials: C(C)(C)(C)OC(=O)N1CCNC(CC1)=O (5-oxo-[1,4]diazepane-1-carboxylic acid tert-butyl ester), BrCCCC(=O)N(C)OC (4-bromo-N-methoxy-N-methyl-butyramide), [H-].[Na+] (NaH). Run in CN(C)C=O (DMF). Reaction conditions: time 2 hour. The product is C(C)(C)(C)OC(=O)N1CCN(C(CC1)=O)CCC(N(C)OC)=O (4-[2-(Methoxy-methyl-carbamoyl)-ethyl]-5-oxo-[1,4]diazepane-1-carboxylic acid tert-butyl ester). The yield is 98.7%. As a reaction SMILES: [C:1]([O:5][C:6]([N:8]1[CH2:14][CH2:13][C:12](=[O:15])[NH:11][CH2:10][CH2:9]1)=[O:7])([CH3:4])([CH3:3])[CH3:2].BrC[CH2:18][CH2:19][C:20]([N:22]([O:24][CH3:25])[CH3:23])=[O:21].[H-].[Na+]>CN(C=O)C>[C:1]([O:5][C:6]([N:8]1[CH2:14][CH2:13][C:12](=[O:15])[N:11]([CH2:18][CH2:19][C:20](=[O:21])[N:22]([O:24][CH3:25])[CH3:23])[CH2:10][CH2:9]1)=[O:7])([CH3:4])([CH3:2])[CH3:3] |f:2.3|. Reported procedure: To a cooled (0° C.) solution of 5-oxo-[1,4]diazepane-1-carboxylic acid tert-butyl ester 5.9 g (28 mmol) and 4-bromo-N-methoxy-N-methyl-butyramide 5.4 g (28 mmol) in DMF (220 ml) was added NaH 1.3 g (30 mmol, 55% dispersion in oil), the mixture allowed to reach RT and the mixture stirred for a further 2 h. The reaction was then concentrated, the residue redissolved in EtOAc and washed with 10% aq. KHSO4 solution, brine, dried (MgSO4) and concentrated affording the title compound 9.1 g (quant) as ... Reactants: C(C)N1C(=O)N(C=2N=C(NC2C1=O)C(C)C)CC (1,3-diethyl-8-isopropyl-xanthine), P12(=S)SP3(=S)SP(=S)(S1)SP(=S)(S2)S3 (phosphorus pentasulfide), [OH-].[Na+] (NaOH). Solvent: N1=CC=CC=C1 (pyridine). Product: C(C)N1C(=O)N(C=2N=C(NC2C1=S)C(C)C)CC (1,3-Diethyl-8-isopropyl-6-thioxanthine). Reaction SMILES: [CH2:1]([N:3]1[C:12](=O)[C:11]2[NH:10][C:9]([CH:14]([CH3:16])[CH3:15])=[N:8][C:7]=2[N:6]([CH2:17][CH3:18])[C:4]1=[O:5])[CH3:2].P12(SP3(SP(SP(S3)(S1)=S)(=S)S2)=S)=[S:20].[OH-].[Na+]>N1C=CC=CC=1>[CH2:1]([N:3]1[C:12](=[S:20])[C:11]2[NH:10][C:9]([CH:14]([CH3:16])[CH3:15])=[N:8][C:7]=2[N:6]([CH2:17][CH3:18])[C:4]1=[O:5])[CH3:2] |f:2.3|. Procedure details: 1,3-diethyl-8-isopropyl-xanthine (6.25 g, 25 mM) (J Amer Chem Soc 1953,75, 114-5) and 6.8 g (30 mM) of phosphorus pentasulfide were refluxed in 86 ml of pyridine for 3 days. At 10-20° C., 33.5 ml of 2N NaOH are added with cooling. The solid was filtered off and washed with pyridine. The filtrate was evaporated in vacuo to dryness, the residue suspended in 50 ml of water, adjusted to pH 7.5, the solid collected, washed with water and dried. The product was redissolved in 30 ml NaOH, treated twice... Starting materials: Cl.NC(=N)N (guanidine hydrochloride), C[O-].[Na+] (sodium methoxide), C(C1=CC=CC=C1)OC=1C=C(C(=CCNC2=CC=CC=C2)C#N)C=CC1OC (3-benzyloxy-4-methoxy-β-cyano-N-phenylcinnamylamine). Run in C(C)O (ethanol), C(C)O (ethanol). The product is NC1=NC=C(C(=N1)N)CC1=CC(=C(C=C1)OC)OCC1=CC=CC=C1 (2,4-diamino-5-(3-benzyloxy-4-methoxybenzyl)pyrimidine). The yield is 38.9%. As a reaction SMILES: [CH2:1]([O:8][C:9]1[CH:10]=[C:11]([CH:24]=[CH:25][C:26]=1[O:27][CH3:28])[C:12](C#N)=[CH:13][CH2:14][NH:15]C1C=CC=CC=1)[C:2]1[CH:7]=[CH:6][CH:5]=[CH:4][CH:3]=1.Cl.[NH2:30][C:31]([NH2:33])=[NH:32].[CH3:34][O-].[Na+]>C(O)C>[NH2:32][C:31]1[N:33]=[C:14]([NH2:15])[C:13]([CH2:12][C:11]2[CH:24]=[CH:25][C:26]([O:27][CH3:28])=[C:9]([O:8][CH2:1][C:2]3[CH:3]=[CH:4][CH:5]=[CH:6][CH:7]=3)[CH:10]=2)=[CH:34][N:30]=1 |f:1.2,3.4|. Reported procedure: 75 Grams (0.5 mole) of crude 3-benzyloxy-4-methoxy-β-cyano-N-phenylcinnamylamine is added to a suspension made by stirring 40 g (0.42 mole) of guanidine hydrochloride with 27.5 g (0.51 mole) of sodium methoxide in 320 ml of ethanol. The reaction mixture is stirred and heated at reflux for 1.5 hr., after which the mixture becomes quite thick. An additional 320 ml of ethanol is added, and the refluxing is continued for a total of 20 hr. Most of the ethanol is removed by vacuum distillation, the re... Reactants: Brc1ccc(Br)nc1, O=C([O-])[O-], OB(O)c1ccc(OCc2ccccc2)c(F)c1, CCO, Cc1ccccc1, [Na+], [Na+], c1ccc(P(c2ccccc2)(c2ccccc2)[Pd](P(c2ccccc2)(c2ccccc2)c2ccccc2)(P(c2ccccc2)(c2ccccc2)c2ccccc2)P(c2ccccc2)(c2ccccc2)c2ccccc2)cc1. Yields the product Fc1cc(-c2ccc(Br)cn2)ccc1OCc1ccccc1. RXN SMILES: [Br:19][c:20]1[n:21][cH:22][c:23]([Br:26])[cH:24][cH:25]1.[C:27](=[O:28])([O-:29])[O-:30].[CH2:1]([c:2]1[cH:3][cH:4][cH:5][cH:6][cH:7]1)[O:8][c:9]1[c:10]([F:18])[cH:11][c:12]([B:15]([OH:16])[OH:17])[cH:13][cH:14]1.[CH3:33][CH2:34][OH:35].[CH3:36][c:37]1[cH:38][cH:39][cH:40][cH:41][cH:42]1.[Na+:31].[Na+:32].[cH:43]1[cH:44][cH:45][c:46]([P:47]([Pd:48]([P:49]([c:50]2[cH:51][cH:52][cH:53][cH:54][cH:55]2)([c:56]2[cH:57][cH:58][cH:59][cH:60][cH:61]2)[c:62]2[cH:63][cH:64][cH:65][cH:66][cH:67]2)([P:68]([c:69]2[cH:70][cH:71][cH:72][cH:73][cH:74]2)([c:75]2[cH:76][cH:77][cH:78][cH:79][cH:80]2)[c:81]2[cH:82][cH:83][cH:84][cH:85][cH:86]2)[P:87]([c:88]2[cH:89][cH:90][cH:91][cH:92][cH:93]2)([c:94]2[cH:95][cH:96][cH:97][cH:98][cH:99]2)[c:100]2[cH:101][cH:102][cH:103][cH:104][cH:105]2)([c:106]2[cH:107][cH:108][cH:109][cH:110][cH:111]2)[c:112]2[cH:113][cH:114][cH:115][cH:116][cH:117]2)[cH:118][cH:119]1>>[CH2:1]([c:2]1[cH:3][cH:4][cH:5][cH:6][cH:7]1)[O:8][c:9]1[c:10]([F:18])[cH:11][c:12](-[c:20]2[n:21][cH:22][c:23]([Br:26])[cH:24][cH:25]2)[cH:13][cH:14]1. Reactants: O=C([O-])[O-], CC(C)(O)c1csc(-c2cc3nccc(Cl)c3s2)n1, CNC(=O)c1c(Cl)n(C)c2cc(O)ccc12, [Cs+], [Cs+]. The product is CNC(=O)c1c(Cl)n(C)c2cc(Oc3ccnc4cc(-c5nc(C(C)(C)O)cs5)sc34)ccc12. Reaction SMILES: [C:36](=[O:37])([O-:38])[O-:39].[Cl:1][c:2]1[c:3]2[c:4]([n:5][cH:6][cH:7]1)[cH:8][c:9](-[c:11]1[s:12][cH:13][c:14]([C:16]([CH3:17])([CH3:18])[OH:19])[n:15]1)[s:10]2.[Cl:20][c:21]1[n:22]([CH3:35])[c:23]2[cH:24][c:25]([OH:34])[cH:26][cH:27][c:28]2[c:29]1[C:30](=[O:31])[NH:32][CH3:33].[Cs+:40].[Cs+:41]>>[c:2]1([O:34][c:25]2[cH:24][c:23]3[n:22]([CH3:35])[c:21]([Cl:20])[c:29]([C:30](=[O:31])[NH:32][CH3:33])[c:28]3[cH:27][cH:26]2)[c:3]2[c:4]([n:5][cH:6][cH:7]1)[cH:8][c:9](-[c:11]1[s:12][cH:13][c:14]([C:16]([CH3:17])([CH3:18])[OH:19])[n:15]1)[s:10]2. The reactants are Nc1c[nH]c2ncc(Br)c(F)c12, O=C(Cl)c1ccc(F)cc1, c1ccncc1. Product: O=C(Nc1c[nH]c2ncc(Br)c(F)c12)c1ccc(F)cc1. As a reaction SMILES: [Br:11][c:12]1[c:13]([F:22])[c:14]2[c:15]([n:16][cH:17]1)[nH:18][cH:19][c:20]2[NH2:21].[F:1][c:2]1[cH:3][cH:4][c:5]([C:6](=[O:7])[Cl:8])[cH:9][cH:10]1.[cH:23]1[cH:24][cH:25][n:26][cH:27][cH:28]1>>[F:1][c:2]1[cH:3][cH:4][c:5]([C:6](=[O:7])[NH:21][c:20]2[c:14]3[c:13]([F:22])[c:12]([Br:11])[cH:17][n:16][c:15]3[nH:18][cH:19]2)[cH:9][cH:10]1. Reactants: C(C)(C)(C)O[C@H](C(=O)OCC)C=1C(=NC(=C(C1N1CCC(CC1)(C)C)C1=CC=C(C=C1)O)C)C ((S)-ethyl 2-(tert-butoxy)-2-(4-(4,4-dimethylpiperidin-1-yl)-5-(4-hydroxyphenyl)-2,6-dimethylpyridin-3-yl)acetate), OCCC1=CC=C(C#N)C=C1 (4-(2-hydroxyethyl)benzonitrile), C1=CC=C(C=C1)P(C2=CC=CC=C2)C3=CC=CC=C3 (Ph3P), CCOC(=O)/N=N/C(=O)OCC (DEAD). Solvent: C1CCOC1 (THF). Reaction conditions: time 1 hour. Product: C(C)(C)(C)O[C@H](C(=O)OCC)C=1C(=NC(=C(C1N1CCC(CC1)(C)C)C1=CC=C(C=C1)OCCC1=CC=C(C=C1)C#N)C)C ((S)-ethyl 2-(tert-butoxy)-2-(5-(4-(4-cyanophenethoxy)phenyl)-4-(4,4-dimethylpiperidin-1-yl)-2,6-dimethylpyridin-3-yl)acetate). Yield: 64.7%. Reaction SMILES: [C:1]([O:5][C@@H:6]([C:12]1[C:13]([CH3:34])=[N:14][C:15]([CH3:33])=[C:16]([C:26]2[CH:31]=[CH:30][C:29]([OH:32])=[CH:28][CH:27]=2)[C:17]=1[N:18]1[CH2:23][CH2:22][C:21]([CH3:25])([CH3:24])[CH2:20][CH2:19]1)[C:7]([O:9][CH2:10][CH3:11])=[O:8])([CH3:4])([CH3:3])[CH3:2].O[CH2:36][CH2:37][C:38]1[CH:45]=[CH:44][C:41]([C:42]#[N:43])=[CH:40][CH:39]=1.C1C=CC(P(C2C=CC=CC=2)C2C=CC=CC=2)=CC=1.CCOC(/N=N/C(OCC)=O)=O>C1COCC1>[C:1]([O:5][C@@H:6]([C:12]1[C:13]([CH3:34])=[N:14][C:15]([CH3:33])=[C:16]([C:26]2[CH:27]=[CH:28][C:29]([O:32][CH2:36][CH2:37][C:38]3[CH:45]=[CH:44][C:41]([C:42]#[N:43])=[CH:40][CH:39]=3)=[CH:30][CH:31]=2)[C:17]=1[N:18]1[CH2:19][CH2:20][C:21]([CH3:24])([CH3:25])[CH2:22][CH2:23]1)[C:7]([O:9][CH2:10][CH3:11])=[O:8])([CH3:2])([CH3:3])[CH3:4]. Procedure details: To a stirred solution of (S)-ethyl 2-(tert-butoxy)-2-(4-(4,4-dimethylpiperidin-1-yl)-5-(4-hydroxyphenyl)-2,6-dimethylpyridin-3-yl)acetate (0.04 g, 0.085 mmol), 4-(2-hydroxyethyl)benzonitrile (0.063 g, 0.427 mmol) and Ph3P (0.067 g, 0.256 mmol) in THF (5 mL) was added DEAD (0.041 ml, 0.256 mmol) at 0° C. After 1 h, the cold bath was removed and stirred for 16 h at rt. Then, the reaction mixture was concentrated and the residue purified by prep-HPLC to afford (S)-ethyl 2-(tert-butoxy)-2-(5-(4-(4-c...